Dataset: the Open Reaction Database (ORD), a public repository of structured organic reaction records. Task: describe an organic reaction: reactants, conditions, products, and yield The reactants are CCC(CC)c1cc(C)nc2c(-c3sc(Cl)nc3Cl)c(C)nn12, C1COCCN1, [K+], [K+], O=C([O-])[O-], O. Yields the product CCC(CC)c1cc(C)nc2c(-c3sc(N4CCOCC4)nc3Cl)c(C)nn12. As a reaction SMILES: [CH2:1]([CH3:2])[CH:3]([CH2:4][CH3:5])[c:6]1[cH:7][c:8]([CH3:23])[n:9][c:10]2[n:11]1[n:12][c:13]([CH3:22])[c:14]2-[c:15]1[c:16]([Cl:21])[n:17][c:18]([Cl:20])[s:19]1.[CH2:30]1[CH2:31][O:32][CH2:33][CH2:34][NH:35]1.[K+:24].[K+:25].[O-:26][C:27]([O-:28])=[O:29].[OH2:36]>>[CH2:1]([CH3:2])[CH:3]([CH2:4][CH3:5])[c:6]1[cH:7][c:8]([CH3:23])[n:9][c:10]2[n:11]1[n:12][c:13]([CH3:22])[c:14]2-[c:15]1[c:16]([Cl:21])[n:17][c:18]([N:35]2[CH2:30][CH2:31][O:32][CH2:33][CH2:34]2)[s:19]1. Starting materials: NC1=CC=C(C=C1)C1=CC(=NC(=C1)C1=CC=CC=C1)C1=CC=CC=C1 (4-(4-aminophenyl)-2,6-diphenylpyridine), ClCC(=O)Cl (chloroacetyl chloride). The solvent is C(Cl)(Cl)Cl (chloroform), C(Cl)(Cl)Cl (chloroform). Reaction conditions: time 1 hour. The product is ClCC(=O)NC1=CC=C(C=C1)C1=CC(=NC(=C1)C1=CC=CC=C1)C1=CC=CC=C1 (2-chloro-N-[4-(2,6-diphenyl-4-pyridyl)phenyl]acetamide). RXN SMILES: [NH2:1][C:2]1[CH:7]=[CH:6][C:5]([C:8]2[CH:13]=[C:12]([C:14]3[CH:19]=[CH:18][CH:17]=[CH:16][CH:15]=3)[N:11]=[C:10]([C:20]3[CH:25]=[CH:24][CH:23]=[CH:22][CH:21]=3)[CH:9]=2)=[CH:4][CH:3]=1.[Cl:26][CH2:27][C:28](Cl)=[O:29]>C(Cl)(Cl)Cl>[Cl:26][CH2:27][C:28]([NH:1][C:2]1[CH:7]=[CH:6][C:5]([C:8]2[CH:9]=[C:10]([C:20]3[CH:21]=[CH:22][CH:23]=[CH:24][CH:25]=3)[N:11]=[C:12]([C:14]3[CH:19]=[CH:18][CH:17]=[CH:16][CH:15]=3)[CH:13]=2)=[CH:4][CH:3]=1)=[O:29]. Reported procedure: 50 ml of chloroform was added to 1.30 g of 4-(4-aminophenyl)-2,6-diphenylpyridine obtained in Reference Example 3, and a solution containing 0.32 ml of chloroacetyl chloride in 10 ml of chloroform was dropwise added thereto with stirring while ice cooling. Stirring was continued at room temperature for further one hour. The reaction solution was washed successively with an aqueous sodium bicarbonate saturated solutions, water and an aqueous sodium chloride saturated solution in this order and dr... The reactants are CN(C=O)C (N,N-dimethylformamide), FC(S(=O)(=O)OC=1C(=NC(=CC1)N1C(C2(CC1)OCCO2)=O)CC2=CC=CC=C2)(F)F (2-benzyl-6-(3,3-ethylenedioxy-2-pyrrolidinone-1-yl)-3-pyridyl trifluoromethanesulfonate), C(#C)[C@]1(CN2CCC1CC2)O ((3R)-3-ethynyl-3-quinuclidinol), cuprous iodide, N (ammonia). Reagents/catalysts: C=1C=CC(=CC1)[P](C=2C=CC=CC2)(C=3C=CC=CC3)[Pd]([P](C=4C=CC=CC4)(C=5C=CC=CC5)C=6C=CC=CC6)([P](C=7C=CC=CC7)(C=8C=CC=CC8)C=9C=CC=CC9)[P](C=1C=CC=CC1)(C=1C=CC=CC1)C=1C=CC=CC1 (tetrakis(triphenylphosphine)palladium(0)). Solvent: C(C)N(CC)CC (triethylamine), C(C)(=O)OCC (ethyl acetate). Conditions: temperature 60 celsius, time 1.3 hour. The product is C(C1=CC=CC=C1)C1=NC(=CC=C1C#C[C@]1(CN2CCC1CC2)O)N2C(C1(CC2)OCCO1)=O ((3R)-3-[2-Benzyl-6-(3,3-ethylenedioxy-2-pyrrolidinone-1-yl)-3-pyridyl]ethynyl-3-quinuclidinol). Isolated yield 60.7%. RXN SMILES: CN(C)C=O.FC(F)(F)S(O[C:12]1[C:13]([CH2:28][C:29]2[CH:34]=[CH:33][CH:32]=[CH:31][CH:30]=2)=[N:14][C:15]([N:18]2[CH2:22][CH2:21][C:20]3([O:26][CH2:25][CH2:24][O:23]3)[C:19]2=[O:27])=[CH:16][CH:17]=1)(=O)=O.[C:37]([C@:39]1([OH:47])[CH:44]2[CH2:45][CH2:46][N:41]([CH2:42][CH2:43]2)[CH2:40]1)#[CH:38].N>C1C=CC([P]([Pd]([P](C2C=CC=CC=2)(C2C=CC=CC=2)C2C=CC=CC=2)([P](C2C=CC=CC=2)(C2C=CC=CC=2)C2C=CC=CC=2)[P](C2C=CC=CC=2)(C2C=CC=CC=2)C2C=CC=CC=2)(C2C=CC=CC=2)C2C=CC=CC=2)=CC=1.C(OCC)(=O)C.C(N(CC)CC)C>[CH2:28]([C:13]1[C:12]([C:38]#[C:37][C@:39]2([OH:47])[CH:44]3[CH2:45][CH2:46][N:41]([CH2:42][CH2:43]3)[CH2:40]2)=[CH:17][CH:16]=[C:15]([N:18]2[CH2:22][CH2:21][C:20]3([O:23][CH2:24][CH2:25][O:26]3)[C:19]2=[O:27])[N:14]=1)[C:29]1[CH:30]=[CH:31][CH:32]=[CH:33][CH:34]=1 |^1:52,54,73,92|. Procedure details: 7 ml of N,N-dimethylformamide was added to a mixture of 1.1 g of 2-benzyl-6-(3,3-ethylenedioxy-2-pyrrolidinone-1-yl)-3-pyridyl trifluoromethanesulfonate, 437 mg of (3R)-3-ethynyl-3-quinuclidinol, 168 mg of tetrakis(triphenylphosphine)palladium(0), 24 mg of cuprous iodide and 1.1 ml of triethylamine, followed by heating under stirring at 60° C. in an oil bath for 1.3 hours in a nitrogen atmosphere. After cooling as it was, ethyl acetate and aqueous ammonia were added thereto and the mixture was e... The reactants are FC1=C(C=C(C=C1)Br)Br (1-fluoro-2,4-dibromobenzene), C[O-].[Na+] (sodium methylate), CC=1NC=C(N1)C(=O)OC (methyl 2-methylimidazole-4-carboxylate), CO (methanol). The solvent is CN(C=O)C (dimethylformamide), O (Water), CN(C=O)C (dimethylformamide). The product is BrC1=C(C=CC(=C1)Br)N1C(=NC(=C1)C(=O)OC)C (Methyl 1-(2,4-dibromophenyl)-2-methylimidazole-4-carboxylate). As a reaction SMILES: C[O-].[Na+].[CH3:4][C:5]1[NH:6][CH:7]=[C:8]([C:10]([O:12][CH3:13])=[O:11])[N:9]=1.CO.F[C:17]1[CH:22]=[CH:21][C:20]([Br:23])=[CH:19][C:18]=1[Br:24]>CN(C)C=O.O>[Br:23][C:20]1[CH:19]=[C:18]([Br:24])[CH:17]=[CH:22][C:21]=1[N:6]1[CH:7]=[C:8]([C:10]([O:12][CH3:13])=[O:11])[N:9]=[C:5]1[CH3:4] |f:0.1|. Reported procedure: 14.1 g of 30% strength sodium methylate solution was added to 10.9 g (0.078 mol) of methyl 2-methylimidazole-4-carboxylate in 100 ml of dimethylformamide; the methanol which formed was removed completely. 38.1 g (0.15 mol) of 1-fluoro-2,4-dibromobenzene was added to the dimethylformamide solution remaining, and the mixture was refluxed for 2 hours. Water was then added, extraction carried out with ethyl acetate and the ethyl acetate phase was washed with water. After removal of the solvent from ... Reactants: C(=O)C=1C=C(C=CC1)C1=NC(=NO1)C1=CC(=C(OCC(CNC(CO)=O)O)C(=C1)C)C (rac-N-(3-{4-[5-(3-formyl-phenyl)-[1,2,4]oxadiazol-3-yl]-2,6-dimethyl-phenoxy}-2-hydroxy-propyl)-2-hydroxy-acetamide), C(=O)C=1C=C(C(=O)O)C=C(C1)CC (3-formyl-5-ethyl-benzoic acid), C(C)C1=C(OC[C@H](CNC(CO)=O)O)C(=CC(=C1)C(NO)=N)C (N—((S)-3-[2-ethyl-4-(N-hydroxycarbamimidoyl)-6-methyl-phenoxy]-2-hydroxy-propyl)-2-hydroxy-acetamide). Yields the product C(C)C1=C(OC[C@H](CNC(CO)=O)O)C(=CC(=C1)C1=NOC(=N1)C1=CC(=CC(=C1)CC)C=O)C (N—((S)-3-{2-ethyl-4-[5-(3-formyl-5-ethyl-phenyl)-[1,2,4]oxadiazol-3-yl]-6-methyl-phenoxy}-2-hydroxy-propyl)-2-hydroxy-acetamide). Yield: 34.1%. Reaction SMILES: C(C1C=C(C2ON=C(C3C=C(C)C(OCC(O)CNC(=O)CO)=C(C)C=3)N=2)C=CC=1)=O.[CH:32]([C:34]1[CH:35]=[C:36]([CH:40]=[C:41]([CH2:43][CH3:44])[CH:42]=1)[C:37]([OH:39])=O)=[O:33].[CH2:45]([C:47]1[CH:62]=[C:61]([C:63](=[NH:66])[NH:64]O)[CH:60]=[C:59]([CH3:67])[C:48]=1[O:49][CH2:50][C@@H:51]([OH:58])[CH2:52][NH:53][C:54](=[O:57])[CH2:55][OH:56])[CH3:46]>>[CH2:45]([C:47]1[CH:62]=[C:61]([C:63]2[N:66]=[C:37]([C:36]3[CH:40]=[C:41]([CH2:43][CH3:44])[CH:42]=[C:34]([CH:32]=[O:33])[CH:35]=3)[O:39][N:64]=2)[CH:60]=[C:59]([CH3:67])[C:48]=1[O:49][CH2:50][C@@H:51]([OH:58])[CH2:52][NH:53][C:54](=[O:57])[CH2:55][OH:56])[CH3:46]. Reported procedure: The title compound (538 mg) was prepared in analogy to rac-N-(3-{4-[5-(3-formyl-phenyl)-[1,2,4]oxadiazol-3-yl]-2,6-dimethyl-phenoxy}-2-hydroxy-propyl)-2-hydroxy-acetamide, starting from 3-formyl-5-ethyl-benzoic acid (600 mg, 3.37 mmol) and N—((S)-3-[2-ethyl-4-(N-hydroxycarbamimidoyl)-6-methyl-phenoxy]-2-hydroxy-propyl)-2-hydroxy-acetamide (1096 mg, 3.37 mmol). LC-MS**: tR=0.74 min; [M+1]+=468.26; 1H NMR (D6-DMSO): δ 1.24 (t, J=7.5 Hz, 3H), 1.30 (t, J=7.5 Hz, 3H), 2.36 (s, 3H), 2.71-2.78 (m, 5H),... Starting materials: CC1(NC(CC(C1)N1C(CCCCC1)=O)(C)C)C (N-(2,2,6,6-tetramethylpiperidin-4-yl)-epsilon-caprolactam), C(C)(=O)OC(C)=O (acetic anhydride). The reagents and catalysts are S(O)(O)(=O)=O (sulfuric acid). Run at temperature 120 celsius. Product: C(C)(=O)N1C(CC(CC1(C)C)N1C(CCCCC1)=O)(C)C (N-(1-Acetyl-2,2,6,6-tetramethylpiperidin-4-yl)-epsilon-caprolactam). Isolated yield 65.2%. As a reaction SMILES: [CH3:1][C:2]1([CH3:18])[CH2:7][CH:6]([N:8]2[CH2:14][CH2:13][CH2:12][CH2:11][CH2:10][C:9]2=[O:15])[CH2:5][C:4]([CH3:17])([CH3:16])[NH:3]1.[C:19](OC(=O)C)(=[O:21])[CH3:20]>S(=O)(=O)(O)O>[C:19]([N:3]1[C:4]([CH3:17])([CH3:16])[CH2:5][CH:6]([N:8]2[CH2:14][CH2:13][CH2:12][CH2:11][CH2:10][C:9]2=[O:15])[CH2:7][C:2]1([CH3:18])[CH3:1])(=[O:21])[CH3:20]. Procedure: A solution of 50.5 g (0.2 mole) of N-(2,2,6,6-tetramethylpiperidin-4-yl)-epsilon-caprolactam, prepared in Example 1, in 102 g of acetic anhydride with 0.2 g of sulfuric acid catalyst is heated for four hours at 120° C. At the end of this period the excess acetic anhydride is removed in vacuo. The residue is then dissolved in 200 ml of methylene chloride, washed thrice with 100 ml portions of water, then with 10% aqueous sodium bicarbonate and finally dried over anhydrous magnesium sulfate. The s... The reactants are C1(COCC(=O)O1)=O (diglycolic anhydride), NCCCCO (4-aminobutanol), CS(=O)(=O)[O-] (methanesulfonate), ( a ). Product: OCCCCNC(COCC(=O)O)=O ([2-(4-hydroxybutyl]amino-2-oxoethoxy]acetic acid), ( b ). Reaction SMILES: CS([O-])(=O)=O.[C:6]1(=[O:13])[O:12][C:10](=[O:11])[CH2:9][O:8][CH2:7]1.[NH2:14][CH2:15][CH2:16][CH2:17][CH2:18][OH:19]>>[OH:19][CH2:18][CH2:17][CH2:16][CH2:15][NH:14][C:10](=[O:11])[CH2:9][O:8][CH2:7][C:6]([OH:12])=[O:13]. Procedure: methanesulfonate by (a) reacting diglycolic anhydride and 4-aminobutanol to produce [2-(4-hydroxybutyl]amino-2-oxoethoxy]acetic acid, (b) heating to cyclize the latter to obtain 4-(4-hydroxybutyl)-3,5-dioxomorpholine, (c) esterifying the latter with methanesulfonyl chloride to produce 4-(3,5-dioxomorpholino)butyl methanesulfonate and (d) reacting the mesylate with 3[bis(4-butoxy-o-tolyl)methyl]piperidine. Reactants: C(C)(C)(C)OC(=O)[C@@]1(CN(C(C1CO)=O)[C@H](C)C1=CC=CC=C1)CO ((3S)-3,4-bis(hydroxymethyl)-5-oxo-1-[(R)-1-phenylethyl]pyrrolidine-3-carboxylic acid tert-butyl ester), C1(=CC=CC=C1)P(C1=CC=CC=C1)C1=CC=CC=C1 (triphenylphosphine), N(=NC(=O)OCC)C(=O)OCC (diethyl azodicarboxylate), C1(=CC=CC=C1)C (toluene). Solvent: O1CCCC1 (tetrahydrofuran). Reaction conditions: time 6 hour. Product: C(C)(C)(C)OC(=O)[C@@]12C(C(N(C1)[C@H](C)C1=CC=CC=C1)=O)COC2 ((3aS)-6-Oxo-5-[(R)-1-phenylethyl]tetrahydrofuro[3,4-c]pyrrole-3a-carboxylic acid tert-butyl ester). Isolated yield 64.7%. Reaction SMILES: [C:1]([O:5][C:6]([C@@:8]1([CH2:24]O)[CH:12]([CH2:13][OH:14])[C:11](=[O:15])[N:10]([C@@H:16]([C:18]2[CH:23]=[CH:22][CH:21]=[CH:20][CH:19]=2)[CH3:17])[CH2:9]1)=[O:7])([CH3:4])([CH3:3])[CH3:2].C1(P(C2C=CC=CC=2)C2C=CC=CC=2)C=CC=CC=1.N(C(OCC)=O)=NC(OCC)=O.C1(C)C=CC=CC=1>O1CCCC1>[C:1]([O:5][C:6]([C@@:8]12[CH2:24][O:14][CH2:13][CH:12]1[C:11](=[O:15])[N:10]([C@@H:16]([C:18]1[CH:19]=[CH:20][CH:21]=[CH:22][CH:23]=1)[CH3:17])[CH2:9]2)=[O:7])([CH3:3])([CH3:2])[CH3:4]. Procedure: To a cooled (0° C.) solution of (3S)-3,4-bis(hydroxymethyl)-5-oxo-1-[(R)-1-phenylethyl]pyrrolidine-3-carboxylic acid tert-butyl ester (710 mg, 2.03 mmol) and triphenylphosphine (450 mg, 2.64 mmol) in tetrahydrofuran (10 mL) was added a solution of 40% diethyl azodicarboxylate in toluene (1.06 mL, 2.33 mmol) dropwise. The reaction mixture was allowed to warm to room temperature and stirred for 6 h. The mixture was concentrated in vacuo. The residue was purified by silica gel chromatography elutin... Starting materials: CCC(CC)(c1ccc(O[Si](C)(C)C(C)(C)C)c(C)c1)c1cc(C)c(COS(=O)(=O)c2ccc(C)cc2)s1, CC[O-], CCO, [Na+], CCOC(=O)CS. Yields the product CCOC(=O)CSCc1sc(C(CC)(CC)c2ccc(O[Si](C)(C)C(C)(C)C)c(C)c2)cc1C. As a reaction SMILES: [C:12]([CH3:13])([CH3:14])([CH3:15])[Si:16]([O:17][c:18]1[c:19]([CH3:47])[cH:20][c:21]([C:24]([CH2:25][CH3:26])([CH2:27][CH3:28])[c:29]2[cH:30][c:31]([CH3:46])[c:32]([CH2:34][O:35][S:36]([c:37]3[cH:38][cH:39][c:40]([CH3:41])[cH:42][cH:43]3)(=[O:44])=[O:45])[s:33]2)[cH:22][cH:23]1)([CH3:48])[CH3:49].[CH3:2][CH2:3][O-:4].[CH3:50][CH2:51][OH:52].[Na+:1].[SH:5][CH2:6][C:7](=[O:8])[O:9][CH2:10][CH3:11]>>[S:5]([CH2:6][C:7](=[O:8])[O:9][CH2:10][CH3:11])[CH2:34][c:32]1[c:31]([CH3:46])[cH:30][c:29]([C:24]([c:21]2[cH:20][c:19]([CH3:47])[c:18]([O:17][Si:16]([C:12]([CH3:13])([CH3:14])[CH3:15])([CH3:48])[CH3:49])[cH:23][cH:22]2)([CH2:25][CH3:26])[CH2:27][CH3:28])[s:33]1.